From a dataset of the Open Reaction Database (ORD), a public repository of structured organic reaction records. describe an organic reaction: reactants, conditions, products, and yield Reactants: C(C)OC(CN1N=CC(=C1)SCC(C)=O)=O ([4-(2-oxo-propylsulfanyl)-pyrazol-1-yl]-acetic acid ethyl ester), Cl.ClC=1C(=C(C=CC1)NN)F (3-chloro-2-fluorophenylhydrazine hydrochloride). Product: C(C)OC(CN1N=CC(=C1)SC1=C(NC2=C(C(=CC=C12)Cl)F)C)=O ([4-(6-Chloro-7-fluoro-2-methyl-1H-indol-3-ylsulfanyl)-pyrazol-1-yl]-acetic acid ethyl ester). Reaction SMILES: [CH2:1]([O:3][C:4](=[O:16])[CH2:5][N:6]1[CH:10]=[C:9]([S:11][CH2:12][C:13](=O)[CH3:14])[CH:8]=[N:7]1)[CH3:2].Cl.[Cl:18][C:19]1[C:20]([F:27])=[C:21]([NH:25]N)[CH:22]=[CH:23][CH:24]=1>>[CH2:1]([O:3][C:4](=[O:16])[CH2:5][N:6]1[CH:10]=[C:9]([S:11][C:12]2[C:22]3[C:21](=[C:20]([F:27])[C:19]([Cl:18])=[CH:24][CH:23]=3)[NH:25][C:13]=2[CH3:14])[CH:8]=[N:7]1)[CH3:2] |f:1.2|. Reported procedure: Prepared according to the procedure described in Example 1, Step 4, using the following starting materials: [4-(2-oxo-propylsulfanyl)-pyrazol-1-yl]-acetic acid ethyl ester and 3-chloro-2-fluorophenylhydrazine hydrochloride. Reactants: Fc1ccc(SCCCBr)cc1, CCc1nc2ccccc2n1C1CCNCC1, [K+], [K+], O=C([O-])[O-], CN(C)C=O, O. Product: CCc1nc2ccccc2n1C1CCN(CCCSc2ccc(F)cc2)CC1. As a reaction SMILES: [Br:1][CH2:2][CH2:3][CH2:4][S:5][c:6]1[cH:7][cH:8][c:9]([F:12])[cH:10][cH:11]1.[CH2:13]([CH3:14])[c:15]1[n:16][c:17]2[c:18]([n:19]1[CH:20]1[CH2:21][CH2:22][NH:23][CH2:24][CH2:25]1)[cH:26][cH:27][cH:28][cH:29]2.[K+:30].[K+:31].[O-:32][C:33]([O-:34])=[O:35].[O:37]=[CH:38][N:39]([CH3:40])[CH3:41].[OH2:36]>>[CH2:2]([CH2:3][CH2:4][S:5][c:6]1[cH:7][cH:8][c:9]([F:12])[cH:10][cH:11]1)[N:23]1[CH2:22][CH2:21][CH:20]([n:19]2[c:15]([CH2:13][CH3:14])[n:16][c:17]3[c:18]2[cH:26][cH:27][cH:28][cH:29]3)[CH2:25][CH2:24]1.